From a dataset of the Open Reaction Database (ORD), a public repository of structured organic reaction records. describe an organic reaction: reactants, conditions, products, and yield Reactants: C(C=C)OC1=CC=C(C=C1)C1=NC(=NO1)C (5-(4-allyloxyphenyl)-3-methyl-1,2,4-oxadiazole), C1(=CC=CC=C1)OC1=CC=CC=C1 (diphenyl ether). Run in C(C)OCC (diethyl ether). Run at time 12 minute. Product: C(C=C)C1=C(C=CC(=C1)C1=NC(=NO1)C)O (2-allyl-4-(3-methyl-1,2,4-oxadiazol-5-yl)phenol). Reaction SMILES: C([O:4][C:5]1[CH:10]=[CH:9][C:8]([C:11]2[O:15][N:14]=[C:13]([CH3:16])[N:12]=2)=[CH:7][CH:6]=1)C=C.[C:17]1(OC2C=CC=CC=2)[CH:22]=CC=C[CH:18]=1>C(OCC)C>[CH2:22]([C:10]1[CH:9]=[C:8]([C:11]2[O:15][N:14]=[C:13]([CH3:16])[N:12]=2)[CH:7]=[CH:6][C:5]=1[OH:4])[CH:17]=[CH2:18]. Procedure details: 5-(4-allyloxyphenyl)-3-methyl-1,2,4-oxadiazole (1.2 g) and diphenyl ether (5 ml) were warmed gently to give a solution. This stirred solution, under an atmosphere of argon, was immersed in an oil bath at 265° C. for 12 minutes. This procedure was repeated three times. The deep red solutions were combined, diluted with diethyl ether (100 ml) and extracted with aqueous 1M sodium hydroxide (3×20 ml). The alkaline extracts were combined, washed with ether (3×30 ml), cooled in ice-water, acidified wi... Starting materials: solid, Cl.Cl.Cl.O1CCC=2C1=C(N=CC2)N2CCN(CC2)CC[C@@H]2CC[C@H](CC2)N (trans-4-{2-[4-(2,3-dihydro-furo[2,3-c]pyridin-7-yl)-piperazin-1-yl]-ethyl}-cyclohexylamine trihydrochloride), Cl.Cl.Cl.O1CCC=2C1=C(N=CC2)N2CCN(CC2)CC[C@@H]2CC[C@H](CC2)N (trans-4-{2-[4-(2,3-dihydro-furo[2,3-c]pyridin-7-yl)-piperazin-1-yl]-ethyl}-cyclohexylamine trihydrochloride), C(C(C)C)(=O)O (isobutyric acid). Yields the product O1CCC=2C1=C(N=CC2)N2CCN(CC2)CC[C@@H]2CC[C@H](CC2)NC(C(C)C)=O (trans-N-(4-{2-[4-(2,3-Dihydro-furo[2,3-c]pyridin-7-yl)-piperazin-1-yl]-ethyl}-cyclohexyl)-isobutyramide). As a reaction SMILES: Cl.Cl.Cl.[O:4]1[C:8]2=[C:9]([N:13]3[CH2:18][CH2:17][N:16]([CH2:19][CH2:20][C@H:21]4[CH2:26][CH2:25][C@H:24]([NH2:27])[CH2:23][CH2:22]4)[CH2:15][CH2:14]3)[N:10]=[CH:11][CH:12]=[C:7]2[CH2:6][CH2:5]1.[C:28](O)(=[O:32])[CH:29]([CH3:31])[CH3:30]>>[O:4]1[C:8]2=[C:9]([N:13]3[CH2:18][CH2:17][N:16]([CH2:19][CH2:20][C@H:21]4[CH2:26][CH2:25][C@H:24]([NH:27][C:28](=[O:32])[CH:29]([CH3:31])[CH3:30])[CH2:23][CH2:22]4)[CH2:15][CH2:14]3)[N:10]=[CH:11][CH:12]=[C:7]2[CH2:6][CH2:5]1 |f:0.1.2.3|. Procedure: The title compound, white solid (38 mg, 59%), MS (ISP) m/z=401.5 [(M+H)+], mp 203.5° C., was prepared in accordance with the general method of example 6 from trans-4-{2-[4-(2,3-dihydro-furo[2,3-c]pyridin-7-yl)-piperazin-1-yl]-ethyl}-cyclohexylamine trihydrochloride (intermediate B) (70.4 mg, 0.16 mmol) isobutyric acid. The reactants are Cl.FC(C1=NC=2CCNCC2C=C1)(F)F (2-trifluoromethyl-5,6,7,8-tetrahydro-[1,6]naphthyridine hydrochloride), CS(=O)(=O)C=1C=CC(=C(C(=O)O)C1)O[C@H](C(F)(F)F)C (5-methanesulfonyl-2-((S)-2,2,2-trifluoro-1-methyl-ethoxy)-benzoic acid). Product: CS(=O)(=O)C=1C=CC(=C(C1)C(=O)N1CC=2C=CC(=NC2CC1)C(F)(F)F)O[C@H](C(F)(F)F)C ([5-Methanesulfonyl-2-((S)-2,2,2-trifluoro-1-methyl-ethoxy)-phenyl]-(2-trifluoromethyl-7,8-dihydro-5H-[1,6]naphthyridin-6-yl)-methanone). As a reaction SMILES: Cl.[F:2][C:3]([F:15])([F:14])[C:4]1[CH:13]=[CH:12][C:11]2[CH2:10][NH:9][CH2:8][CH2:7][C:6]=2[N:5]=1.[CH3:16][S:17]([C:20]1[CH:21]=[CH:22][C:23]([O:29][C@@H:30]([CH3:35])[C:31]([F:34])([F:33])[F:32])=[C:24]([CH:28]=1)[C:25](O)=[O:26])(=[O:19])=[O:18]>>[CH3:16][S:17]([C:20]1[CH:21]=[CH:22][C:23]([O:29][C@@H:30]([CH3:35])[C:31]([F:32])([F:33])[F:34])=[C:24]([C:25]([N:9]2[CH2:8][CH2:7][C:6]3[N:5]=[C:4]([C:3]([F:2])([F:14])[F:15])[CH:13]=[CH:12][C:11]=3[CH2:10]2)=[O:26])[CH:28]=1)(=[O:19])=[O:18] |f:0.1|. Reported procedure: Prepared in analogy to example 1.1 from 2-trifluoromethyl-5,6,7,8-tetrahydro-[1,6]naphthyridine hydrochloride (CA [741736-98-1]; WO2004069162) and 5-methanesulfonyl-2-((S)-2,2,2-trifluoro-1-methyl-ethoxy)-benzoic acid (example 2.2). The product is COC=1C=CC2=C(COCC3=C2C(=C(C(=C3)OC)OC)OC)C1S (3,9,10,11-Tetramethoxy-5,7-dihydrodibenzo[c,e]oxepine-4-thiol). Reagents/catalysts: N1C(CCC1)=O (2-pyrrolidinone). Solvent: petroleum ether. Reported procedure: A mixture of 3,9,10,11-tetramethoxy-5,7-dihydrodibenzo[c,e]oxepin-4-yl trifluoromethanesulfonate (Example 7, 85.2 mg, 0.183 mmol), sodium hydrosulfide hydrate (41.7 mg, 0.743 mmol) and 2-pyrrolidinone (0.4 mL, 0.005 mmol) in a sealed tube was sonicated (Branson 1510, output 70 W) for a period of 10 minutes and then stirred at an oil bath temperature of 90° C. for 1 hour, which afforded a pungent yellow solid. Column chromatography (petroleum ether 60-80°—ethyl acetate 1:1) gave the title compoun... Isolated yield 78.0%. Run at temperature 90 celsius, time 1 hour. The reactants are FC(S(=O)(=O)OC1=C(C=CC2=C1COCC1=C2C(=C(C(=C1)OC)OC)OC)OC)(F)F (3,9,10,11-tetramethoxy-5,7-dihydrodibenzo[c,e]oxepin-4-yl trifluoromethanesulfonate), O.[SH-].[Na+] (sodium hydrosulfide hydrate), C(C)(=O)OCC (ethyl acetate). As a reaction SMILES: FC(F)(F)S(O[C:7]1C2COCC3[CH:21]=[C:20]([O:22][CH3:23])[C:19]([O:24][CH3:25])=[C:18]([O:26][CH3:27])[C:17]=3[C:11]=2[CH:10]=[CH:9][C:8]=1[O:28][CH3:29])(=O)=O.O.[SH-:33].[Na+].[C:35]([O:38][CH2:39][CH3:40])(=O)[CH3:36]>N1CCCC1=O>[CH3:29][O:28][C:8]1[CH:9]=[CH:10][C:11]2[C:17]3[C:18]([O:26][CH3:27])=[C:19]([O:24][CH3:25])[C:20]([O:22][CH3:23])=[CH:21][C:40]=3[CH2:39][O:38][CH2:35][C:36]=2[C:7]=1[SH:33] |f:1.2.3|. Reactants: CC1(C=2C=CC(=CC2C(CC1)(C)C)C=O)C (5,6,7,8-tetrahydro-5,5,8,8-tetramethyl-2-naphthaldehyde), C(C)O (ethanol), [C-]#N.[Na+] (sodium cyanide), C([O-])([O-])=O.[NH4+].[NH4+] (ammonium carbonate). Run in O (water). Run at temperature 50 celsius. Product: CC1(C=2C=CC(=CC2C(CC1)(C)C)C1NC(NC1=O)=O)C (4-(5,6,7,8-tetrahydro-5,5,8,8-tetramethyl-2-naphthyl)-2,5-imidazolinedione). As a reaction SMILES: [CH3:1][C:2]1([CH3:16])[CH2:11][CH2:10][C:9]([CH3:13])([CH3:12])[C:8]2[CH:7]=[C:6](C=O)[CH:5]=[CH:4][C:3]1=2.[CH2:17]([OH:19])[CH3:18].[C-]#N.[Na+].[C:23](=[O:26])([O-])[O-].[NH4+:27].[NH4+:28]>O>[CH3:1][C:2]1([CH3:16])[CH2:11][CH2:10][C:9]([CH3:12])([CH3:13])[C:8]2[CH:7]=[C:6]([CH:18]3[C:17](=[O:19])[NH:28][C:23](=[O:26])[NH:27]3)[CH:5]=[CH:4][C:3]1=2 |f:2.3,4.5.6|. Procedure: 21.6 g (0.1 mol) of 5,6,7,8-tetrahydro-5,5,8,8-tetramethyl-2-naphthaldehyde and 350 ml of ethanol were introduced into a three-necked flask. A solution of 14.7 g (0.3 mol) of sodium cyanide and 38.4 g (0.4 mol) of ammonium carbonate in 350 ml of water was added and the mixture was heated at 50° C. for 6 hours. The reaction medium was concentrated to 300 ml by evaporation under reduced pressure and then extracted with ethyl ether. The organic phase was decanted off, washed with water, dried over ... Product: ClC1=CC=C(NCC2=CC=C(OC(C(=O)OCC)C)C=C2)C=C1 (ethyl 2-[4-(4-chloroanilinomethyl)phenoxy]propionate). Procedure details: To a solution of 0.256 g of sodium in 30 ml of ethanol is added 2 g of 4-(4-chloroanilinomethyl)phenol, and 2.02 g of ethyl 2-bromopropionate is further added dropwise at room temperature. The mixture is thereafter refluxed under heating for 5.5 hours. The ethanol is distilled off from the reaction mixture, 20 ml of water is added to the residue, and the diluted residue is extracted with ether. The extract is washed twice with a saturated aqueous solution of sodium chloride and then dried. After... The yield is 73.5%. As a reaction SMILES: [Na].[Cl:2][C:3]1[CH:17]=[CH:16][C:6]([NH:7][CH2:8][C:9]2[CH:14]=[CH:13][C:12]([OH:15])=[CH:11][CH:10]=2)=[CH:5][CH:4]=1.Br[CH:19]([CH3:25])[C:20]([O:22][CH2:23][CH3:24])=[O:21]>C(O)C>[Cl:2][C:3]1[CH:4]=[CH:5][C:6]([NH:7][CH2:8][C:9]2[CH:14]=[CH:13][C:12]([O:15][CH:19]([CH3:25])[C:20]([O:22][CH2:23][CH3:24])=[O:21])=[CH:11][CH:10]=2)=[CH:16][CH:17]=1 |^1:0|. The solvent is C(C)O (ethanol). Reactants: [Na] (sodium), ClC1=CC=C(NCC2=CC=C(C=C2)O)C=C1 (4-(4-chloroanilinomethyl)phenol), BrC(C(=O)OCC)C (ethyl 2-bromopropionate). The reactants are ester, C(\C=C/C(=O)OCC(CCCC)CC)(=O)OCC(CCCC)CC (di-(2-ethylhexyl) maleate), [H][H] (hydrogen). Reagents/catalysts: Cu Mg silicate. The solvent is C(C)C(CO)CCCC (2-ethylhexan-1-ol). The product is C(CCCO)O (butane-1,4-diol), C(C)C(CO)CCCC (2-ethylhexanol). As a reaction SMILES: [C:1](OCC(CC)CCCC)(=[O:15])/[CH:2]=[CH:3]\[C:4]([O:6][CH2:7][CH:8]([CH2:13][CH3:14])[CH2:9][CH2:10][CH2:11][CH3:12])=[O:5].[H][H]>C(C(CCCC)CO)C>[CH2:1]([OH:15])[CH2:2][CH2:3][CH2:4][OH:5].[CH2:13]([CH:8]([CH2:9][CH2:10][CH2:11][CH3:12])[CH2:7][OH:6])[CH3:14]. Procedure: The resulting solution of di-(2-ethylhexyl) maleate in 2-ethylhexan-1-ol is treated with hydrogen, in a trickle procedure, over a Cu/Mg silicate catalyst, at 190° C. and under a pressure of 200 bar, and the ester is cleaved to give butane-1,4-diol and 2-ethylhexanol. The mean space-time yield in a 3,300 hour experiment is 40 g of butanediol per liter per hour. Starting materials: C(C)(C)(C)OC(C(C)(C)SC=1SC=C(N1)CCNCCCCCCC)=O (2-({4-[2-(heptylamino)ethyl]-1,3-thiazol-2-yl}thio)-2-methylpropionic acid tert-butyl ester), Cl.C(C)(=O)OCC (hydrochloric acid ethyl acetate), ClC=1SC2=C(N1)C=CC(=C2)Cl (2,6-dichloro-1,3-benzothiazole). Solvent: C(=O)O (formic acid). Reaction conditions: time 12 hour. The product is Cl.ClC1=CC2=C(N=C(S2)N(CCC=2N=C(SC2)SC(C(=O)O)(C)C)CCCCCCC)C=C1 (2-[(4-{2-[(6-chloro-1,3-benzothiazol-2-yl)(heptyl)amino]ethyl}-1,3-thiazol-2-yl)thio]-2-methylpropionic acid hydrochloride). As a reaction SMILES: C([O:5][C:6](=[O:26])[C:7]([S:10][C:11]1[S:12][CH:13]=[C:14]([CH2:16][CH2:17][NH:18][CH2:19][CH2:20][CH2:21][CH2:22][CH2:23][CH2:24][CH3:25])[N:15]=1)([CH3:9])[CH3:8])(C)(C)C.[Cl:27][C:28]1[S:29][C:30]2[CH:36]=[C:35]([Cl:37])[CH:34]=[CH:33][C:31]=2[N:32]=1.Cl.C(OCC)(=O)C>C(O)=O>[ClH:27].[Cl:37][C:35]1[CH:34]=[CH:33][C:31]2[N:32]=[C:28]([N:18]([CH2:19][CH2:20][CH2:21][CH2:22][CH2:23][CH2:24][CH3:25])[CH2:17][CH2:16][C:14]3[N:15]=[C:11]([S:10][C:7]([CH3:8])([CH3:9])[C:6]([OH:5])=[O:26])[S:12][CH:13]=3)[S:29][C:30]=2[CH:36]=1 |f:2.3,5.6|. Reported procedure: A compound obtained using 2-({4-[2-(heptylamino)ethyl]-1,3-thiazol-2-yl}thio)-2-methylpropionic acid tert-butyl ester synthesized in Example 303-2 and 2,6-dichloro-1,3-benzothiazole as starting materials and by an operation similar to that of Example 303-3 was treated with formic acid and 4 mol/L hydrochloric acid-ethyl acetate, and the mixture was stirred at room temperature for 12 hr. The reaction mixture was concentrated under reduced pressure to give the title compound.